This data is from the Open Reaction Database (ORD), a public repository of structured organic reaction records. The task is: describe an organic reaction: reactants, conditions, products, and yield The reactants are BrC=1C=C(OC2CCN(CC2)C(=O)OC(C)(C)C)C=C(C1)/C=N/O (tert-butyl 4-{3-bromo-5-[(E)-(hydroxyimino)methyl]phenoxy}piperidine-1-carboxylate), CS(=O)(=O)Cl (methanesulfonyl chloride). Run in C(C)(=O)OCC (ethyl acetate), [O-]S(=O)(=O)[O-].[Cu+2] (CuSO4), N1=CC=CC=C1 (pyridine). Conditions: temperature 60 celsius. The product is BrC=1C=C(OC2CCN(CC2)C(=O)OC(C)(C)C)C=C(C1)C#N (tert-Butyl 4-(3-bromo-5-cyanophenoxy)piperidine-1-carboxylate). As a reaction SMILES: [Br:1][C:2]1[CH:3]=[C:4]([CH:19]=[C:20](/[CH:22]=[N:23]/O)[CH:21]=1)[O:5][CH:6]1[CH2:11][CH2:10][N:9]([C:12]([O:14][C:15]([CH3:18])([CH3:17])[CH3:16])=[O:13])[CH2:8][CH2:7]1.CS(Cl)(=O)=O>N1C=CC=CC=1.C(OCC)(=O)C.[O-]S([O-])(=O)=O.[Cu+2]>[Br:1][C:2]1[CH:3]=[C:4]([CH:19]=[C:20]([C:22]#[N:23])[CH:21]=1)[O:5][CH:6]1[CH2:7][CH2:8][N:9]([C:12]([O:14][C:15]([CH3:16])([CH3:17])[CH3:18])=[O:13])[CH2:10][CH2:11]1 |f:4.5|. Procedure: To a solution of tert-butyl 4-{3-bromo-5-[(E)-(hydroxyimino)methyl]phenoxy}piperidine-1-carboxylate (157 mg, 0.393 mmol) in pyridine (1.2 mL) was added methanesulfonyl chloride (0.12 mL, 1.6 mmol). The reaction mixture was heated at 60° C. for 2 hours. The reaction solution was diluted with ethyl acetate and saturated CuSO4 solution. The organic layer was washed with CuSO4 twice, 1N HCl, brine, dried over Na2SO4, filtered and concentrated. The residue was purified by flash chromatography on a si... Starting materials: O=C(CBr)c1ccccc1, O=C(O)CC1CCCN1C(=O)OCc1ccccc1. Yields the product O=C(CC1CCCN1C(=O)OCc1ccccc1)OCC(=O)c1ccccc1. RXN SMILES: [Br:20][CH2:21][C:22](=[O:23])[c:24]1[cH:25][cH:26][cH:27][cH:28][cH:29]1.[CH2:1]([c:2]1[cH:3][cH:4][cH:5][cH:6][cH:7]1)[O:8][C:9](=[O:10])[N:11]1[CH:12]([CH2:16][C:17](=[O:18])[OH:19])[CH2:13][CH2:14][CH2:15]1>>[CH2:1]([c:2]1[cH:3][cH:4][cH:5][cH:6][cH:7]1)[O:8][C:9](=[O:10])[N:11]1[CH:12]([CH2:16][C:17](=[O:18])[O:19][CH2:21][C:22](=[O:23])[c:24]2[cH:25][cH:26][cH:27][cH:28][cH:29]2)[CH2:13][CH2:14][CH2:15]1. Reactants: COc1ccc(C2CCCCC2NC(=O)c2ccc([N+](=O)[O-])c([N+](=O)[O-])c2)cc1OC, Cc1ccccc1, CC#N, O=P(Cl)(Cl)Cl. Product: COc1cc2c(cc1OC)C1CCCCC1N=C2c1ccc([N+](=O)[O-])c([N+](=O)[O-])c1. RXN SMILES: [CH3:1][O:2][c:3]1[cH:4][c:5]([CH:11]2[CH:12]([NH:17][C:18]([c:19]3[cH:20][c:21]([N+:28](=[O:29])[O-:30])[c:22]([N+:25](=[O:26])[O-:27])[cH:23][cH:24]3)=[O:31])[CH2:13][CH2:14][CH2:15][CH2:16]2)[cH:6][cH:7][c:8]1[O:9][CH3:10].[CH3:32][c:33]1[cH:34][cH:35][cH:36][cH:37][cH:38]1.[CH3:44][C:45]#[N:46].[P:39]([Cl:40])([Cl:41])([Cl:42])=[O:43]>>[CH3:1][O:2][c:3]1[cH:4][c:5]2[c:6]([cH:7][c:8]1[O:9][CH3:10])[C:18]([c:19]1[cH:20][c:21]([N+:28](=[O:29])[O-:30])[c:22]([N+:25](=[O:26])[O-:27])[cH:23][cH:24]1)=[N:17][CH:12]1[CH:11]2[CH2:16][CH2:15][CH2:14][CH2:13]1. Procedure: A suspension of 20 g of 1-[3'-(2"-chloro-4"-trifluoromethylphenylthio)-phenyl]-4,5-dichloropyridaz-6-one, 5.3 g of sodium methylate and 0.1 g of N-methylpyrrolidone in 150 ml of absolute toluene was kept at 60° C. for 2 hours, while stirring. The solution formed was diluted with 200 ml of ether, treated with twice 100 ml of water, dried, filtered and evaporated down under reduced pressure. The oily residue was triturated with diisopropyl ether, and the product was filtered off under suction. 15.... Reactants: ClC1=C(C=CC(=C1)C(F)(F)F)SC=1C=C(C=CC1)N1N=CC(=C(C1=O)Cl)Cl (1-[3'-(2"-chloro-4"-trifluoromethylphenylthio)-phenyl]-4,5-dichloropyridaz-6-one), C[O-].[Na+] (sodium methylate), CCOCC (ether), O (water). Reagents/catalysts: CN1C(CCC1)=O (N-methylpyrrolidone). Run in C1(=CC=CC=C1)C (toluene). Conditions: time 2 hour. As a reaction SMILES: [Cl:1][C:2]1[CH:7]=[C:6]([C:8]([F:11])([F:10])[F:9])[CH:5]=[CH:4][C:3]=1[S:12][C:13]1[CH:14]=[C:15]([N:19]2[C:24](=[O:25])[C:23](Cl)=[C:22](Cl)[CH:21]=[N:20]2)[CH:16]=[CH:17][CH:18]=1.[CH3:28][O-:29].[Na+].O.CC[O:34][CH2:35]C>C1(C)C=CC=CC=1.CN1CCCC1=O>[Cl:1][C:2]1[CH:7]=[C:6]([C:8]([F:11])([F:10])[F:9])[CH:5]=[CH:4][C:3]=1[S:12][C:13]1[CH:14]=[C:15]([N:19]2[C:24](=[O:25])[C:23]([O:29][CH3:28])=[C:22]([O:34][CH3:35])[CH:21]=[N:20]2)[CH:16]=[CH:17][CH:18]=1 |f:1.2|. The yield is 80.0%. The product is ClC1=C(C=CC(=C1)C(F)(F)F)SC=1C=C(C=CC1)N1N=CC(=C(C1=O)OC)OC (1-[3'-(2"-chloro-4"-trifluoromethylphenylthio)-phenyl]-4,5-dimethoxypyridaz-6-one).